This data is from the Open Reaction Database (ORD), a public repository of structured organic reaction records. The task is: describe an organic reaction: reactants, conditions, products, and yield Starting materials: CCO, FC(F)(F)c1cccc(CSc2nc3cnccc3[nH]2)c1, O, OO, O=[Se]=O. Product: O=S(Cc1cccc(C(F)(F)F)c1)c1nc2cnccc2[nH]1. As a reaction SMILES: [CH3:28][CH2:29][OH:30].[F:1][C:2]([c:3]1[cH:4][c:5]([CH2:9][S:10][c:11]2[nH:12][c:13]3[c:14]([cH:15][n:16][cH:17][cH:18]3)[n:19]2)[cH:6][cH:7][cH:8]1)([F:20])[F:21].[OH2:27].[OH:25][OH:26].[Se:22](=[O:23])=[O:24]>>[F:1][C:2]([c:3]1[cH:4][c:5]([CH2:9][S:10]([c:11]2[nH:12][c:13]3[c:14]([cH:15][n:16][cH:17][cH:18]3)[n:19]2)=[O:23])[cH:6][cH:7][cH:8]1)([F:20])[F:21]. Reactants: CC(C)(C#N)c1ccc(C#N)cc1, C1CCOC1. Product: CC(C)(C#N)c1ccc(CN)cc1. Reaction SMILES: [C:1](#[N:2])[C:3]([CH3:4])([CH3:5])[c:6]1[cH:7][cH:8][c:9]([C:10]#[N:11])[cH:12][cH:13]1.[CH2:14]1[O:15][CH2:16][CH2:17][CH2:18]1>>[C:1](#[N:2])[C:3]([CH3:4])([CH3:5])[c:6]1[cH:7][cH:8][c:9]([CH2:10][NH2:11])[cH:12][cH:13]1. Reactants: [C@H]12CNCC[C@@H]2CN1C(=O)OCC1=CC=CC=C1 ((1S,6R)-benzyl 3,8-diazabicyclo[4.2.0]octane-8-carboxylate), ClC1=NC(=CC(=N1)C)C (2-chloro-4,6-dimethylpyrimidine), C(=O)([O-])[O-].[Cs+].[Cs+] (Cs2CO3). Run in CN(C)C=O (DMF). Reaction conditions: temperature 100 celsius. The product is CC1=NC(=NC(=C1)C)N1C[C@H]2N(C[C@H]2CC1)C(=O)OCC1=CC=CC=C1 ((1S,6R)-Benzyl 3-(4,6-dimethylpyrimidin-2-yl)-3,8-diazabicyclo[4.2.0]octane-8-carboxylate). Isolated yield 65.8%. RXN SMILES: [C@H:1]12[N:8]([C:9]([O:11][CH2:12][C:13]3[CH:18]=[CH:17][CH:16]=[CH:15][CH:14]=3)=[O:10])[CH2:7][C@H:6]1[CH2:5][CH2:4][NH:3][CH2:2]2.Cl[C:20]1[N:25]=[C:24]([CH3:26])[CH:23]=[C:22]([CH3:27])[N:21]=1.C([O-])([O-])=O.[Cs+].[Cs+]>CN(C=O)C>[CH3:27][C:22]1[CH:23]=[C:24]([CH3:26])[N:25]=[C:20]([N:3]2[CH2:4][CH2:5][C@H:6]3[C@H:1]([N:8]([C:9]([O:11][CH2:12][C:13]4[CH:18]=[CH:17][CH:16]=[CH:15][CH:14]=4)=[O:10])[CH2:7]3)[CH2:2]2)[N:21]=1 |f:2.3.4|. Procedure: To (1S,6R)-benzyl 3,8-diazabicyclo[4.2.0]octane-8-carboxylate (2.5 g, 6.9 mmol) and 2-chloro-4,6-dimethylpyrimidine (980 mg, 6.9 mmol) in DMF (35 mL) was added Cs2CO3 (9.0 g, 27.6 mmol). The reaction flask was heated to 100° C. until starting materials were consumed, cooled to rt, diluted with EtOAc and washed with H2O. The aqueous layer was back-extracted with EtOAc (1×). The combined organics were washed with brine and dried (Na2SO4) to give an oil. Purification via silica gel (15-75% EtOAc in... Starting materials: C(C)(C)(C)OC(NC1=CC(=CC=C1)C=1NOC(N1)=O)=O ([3-(5-oxo-2,5-dihydro-[1,2,4]oxadiazol-3-yl)-phenyl]-carbamic acid tert-butyl ester), Cl (HCl). Solvent: CCO (EtOH). Run at temperature 60 celsius. The product is NC=1C=C(C=CC1)C=1NOC(N1)=O (3-(3-Amino-phenyl)-2H-[1,2,4]oxadiazol-5-one). As a reaction SMILES: C(OC(=O)[NH:7][C:8]1[CH:13]=[CH:12][CH:11]=[C:10]([C:14]2[NH:15][O:16][C:17](=[O:19])[N:18]=2)[CH:9]=1)(C)(C)C.Cl>CCO>[NH2:7][C:8]1[CH:9]=[C:10]([C:14]2[NH:15][O:16][C:17](=[O:19])[N:18]=2)[CH:11]=[CH:12][CH:13]=1. Procedure: A 1 L flask equipped with a magnetic stir bar and heating mantle was charged with [3-(5-oxo-2,5-dihydro-[1,2,4]oxadiazol-3-yl)-phenyl]-carbamic acid tert-butyl ester (60.0 g, 0.22 mol) and EtOH (800 mL). The resulting suspension was then treated with HCl gas (31 g, 0.86 mol) at ambient temperature over 20 minutes. The reaction mixture was then heated to 60° C., until starting material was consumed (1.5 h). The reaction mixture was cooled in an ice-bath and the resulting solid was collected via v... The reactants are Cl.C(CCCCCCCCCCCCCCC)NC=1C=C(SC1)C(=O)Cl (4-hexadecylamino-2-thiophenecarbonyl chloride hydrochloride), CS(=O)(=O)N (methanesulfonamide). Solvent: N1=CC=CC=C1 (pyridine). The product is C(CCCCCCCCCCCCCCC)NC=1C=C(SC1)C(=O)NS(=O)(=O)C (N-(4-hexadecylamino-2-thiophenecarbonyl)methanesulfonamide). RXN SMILES: Cl.[CH2:2]([NH:18][C:19]1[CH:20]=[C:21]([C:24](Cl)=[O:25])[S:22][CH:23]=1)[CH2:3][CH2:4][CH2:5][CH2:6][CH2:7][CH2:8][CH2:9][CH2:10][CH2:11][CH2:12][CH2:13][CH2:14][CH2:15][CH2:16][CH3:17].[CH3:27][S:28]([NH2:31])(=[O:30])=[O:29]>N1C=CC=CC=1>[CH2:2]([NH:18][C:19]1[CH:20]=[C:21]([C:24]([NH:31][S:28]([CH3:27])(=[O:30])=[O:29])=[O:25])[S:22][CH:23]=1)[CH2:3][CH2:4][CH2:5][CH2:6][CH2:7][CH2:8][CH2:9][CH2:10][CH2:11][CH2:12][CH2:13][CH2:14][CH2:15][CH2:16][CH3:17] |f:0.1|. Procedure details: A solution of 25 g. of 4-hexadecylamino-2-thiophenecarbonyl chloride hydrochloride and 5.6 g. of methanesulfonamide in 250 ml. of pyridine is stirred under reflux for 2 hours and then concentrated in vacuo. The residue is partitioned between water and diethyl ether; the aqueous layer acidified with 1 N hydrochloric acid and the organic layer seperated, dried over magnesium sulfate, and evaporated. Crystallization of the residual white solid from 60% aqueous acetic acid and then from methylene ch...